This data is from the Open Reaction Database (ORD), a public repository of structured organic reaction records. The task is: describe an organic reaction: reactants, conditions, products, and yield Reactants: C1CCOC1, CO, COC(=O)c1cnc(Cl)cc1Cl, Cl, [Na+], [OH-], O. RXN SMILES: [CH2:18]1[O:19][CH2:20][CH2:21][CH2:22]1.[CH3:13][OH:14].[Cl:1][c:2]1[cH:3][c:4]([Cl:12])[n:5][cH:6][c:7]1[C:8](=[O:9])[O:10][CH3:11].[ClH:17].[Na+:16].[OH-:15].[OH2:23]>>[Cl:1][c:2]1[cH:3][c:4]([Cl:12])[n:5][cH:6][c:7]1[C:8](=[O:9])[OH:10]. Yields the product O=C(O)c1cnc(Cl)cc1Cl. Reactants: C(=O)(O)C1=CC=C(C(C(=O)O)=C1)N (5-carboxyanthranilic acid), Cl (hydrochloric acid), C(OC)([O-])[O-] (methyl orthoformate), C(C)(=O)[O-].[NH4+] (ammonium acetate). Solvent: O (water), CO (methanol). Reaction conditions: time 3 hour. Product: C(=O)(O)C=1C=C2C(NC=NC2=CC1)=O (6-carboxyquinazolin-4-one). Isolated yield 91.8%. Reaction SMILES: [C:1]([C:4]1[CH:12]=[C:8]([C:9](O)=[O:10])[C:7]([NH2:13])=[CH:6][CH:5]=1)([OH:3])=[O:2].[CH:14]([O-])([O-])OC.C([O-])(=O)C.[NH4+:23].Cl>O.CO>[C:1]([C:4]1[CH:12]=[C:8]2[C:7](=[CH:6][CH:5]=1)[N:13]=[CH:14][NH:23][C:9]2=[O:10])([OH:3])=[O:2] |f:2.3|. Reported procedure: In a 10-mL volume stainless steel pressure-resistant vessel were placed 1.00 g (5.5 mmol) of 5-carboxyanthranilic acid, 2.30 g (22.0 mmol) of methyl orthoformate, 1.70 g (22.0 mmol) of ammonium acetate, and 4.0 mL of methanol. The reaction was carried out at 120° C. for 3 hours. After the reaction was complete, the reaction mixture was cooled to room temperature, and 40 mL of water and 10 mL of hydrochloric acid (1 mol/L) were added to the reaction mixture. The resulting aqueous mixture was stir... Reactants: ClC1=CC=C(C=C1)C1(N=C(N(C1(C)C1=CC=C(C=C1)Cl)C(=O)Cl)C1=C(C=C(C=C1)C(C)(C)C#N)OCC)C (rac-(4S*,5R*)-4,5-bis-(4-chloro-phenyl)-2-[4-(cyano-dimethyl-methyl)-2-ethoxy-phenyl]-4,5-dimethyl-4,5-dihydro-imidazole-1-carbonyl chloride), FC(C(=O)O)(F)F.N1(CCNCC1)C1CCN(CC1)C(C)=O (1-(4-piperazin-1-yl-piperidin-1-yl)-ethanone trifluoroacetate). Product: C(C)(=O)N1CCC(CC1)N1CCN(CC1)C(=O)N1C(=N[C@@]([C@@]1(C)C1=CC=C(C=C1)Cl)(C)C1=CC=C(C=C1)Cl)C1=C(C=C(C=C1)C(C#N)(C)C)OCC (2-{4-[(4S,5R)-1-[4-(1-Acetyl-piperidin-4-yl)-piperazine-1-carbonyl]-4,5-bis-(4-chloro-phenyl)-4,5-dimethyl-4,5-dihydro-1H-imidazol-2-yl]-3-ethoxy-phenyl}-2-methyl-propionitrile). Reaction SMILES: [Cl:1][C:2]1[CH:7]=[CH:6][C:5]([C:8]2([CH3:38])[C:12]([C:14]3[CH:19]=[CH:18][C:17]([Cl:20])=[CH:16][CH:15]=3)([CH3:13])[N:11]([C:21](Cl)=[O:22])[C:10]([C:24]3[CH:29]=[CH:28][C:27]([C:30]([C:33]#[N:34])([CH3:32])[CH3:31])=[CH:26][C:25]=3[O:35][CH2:36][CH3:37])=[N:9]2)=[CH:4][CH:3]=1.FC(F)(F)C(O)=O.[N:46]1([CH:52]2[CH2:57][CH2:56][N:55]([C:58](=[O:60])[CH3:59])[CH2:54][CH2:53]2)[CH2:51][CH2:50][NH:49][CH2:48][CH2:47]1>>[C:58]([N:55]1[CH2:54][CH2:53][CH:52]([N:46]2[CH2:47][CH2:48][N:49]([C:21]([N:11]3[C@@:12]([C:14]4[CH:19]=[CH:18][C:17]([Cl:20])=[CH:16][CH:15]=4)([CH3:13])[C@@:8]([C:5]4[CH:4]=[CH:3][C:2]([Cl:1])=[CH:7][CH:6]=4)([CH3:38])[N:9]=[C:10]3[C:24]3[CH:29]=[CH:28][C:27]([C:30]([CH3:32])([CH3:31])[C:33]#[N:34])=[CH:26][C:25]=3[O:35][CH2:36][CH3:37])=[O:22])[CH2:50][CH2:51]2)[CH2:57][CH2:56]1)(=[O:60])[CH3:59] |f:1.2|. Procedure: In a manner analogous to the method described in example 5, rac-(4S*,5R*)-4,5-bis-(4-chloro-phenyl)-2-[4-(cyano-dimethyl-methyl)-2-ethoxy-phenyl]-4,5-dimethyl-4,5-dihydro-imidazole-1-carbonyl chloride was reacted with 1-(4-piperazin-1-yl-piperidin-1-yl)-ethanone trifluoroacetate to give the title compound as a racemic mixture. The enantiomers were then separated by supercritical fluid chromatography (Berger Instrument Multi-Gram II, Daicel ChiralPak OD-H 3×25 cm, 35° C. at 100 bar, eluting with ...